From a dataset of the Open Reaction Database (ORD), a public repository of structured organic reaction records. describe an organic reaction: reactants, conditions, products, and yield Starting materials: C(C)(C)(C)OC(=O)NC1=C(C(=O)NCC(=O)NCC2CCN(CC2)CC2=CC(=C(C=C2)O)N)C=C(C(=C1)F)F (4-[{N-(2-(tert-butoxycarbonylamino)-4,5-difluorobenzoyl)glycyl}aminomethyl]-1-(3-amino-4-hydroxybenzyl)piperidine), C=O (HCHO), C(C)(=O)O (acetic acid), [BH3-]C#N.[Na+] (NaBH3CN). Solvent: CO (methanol), CO (methanol). Conditions: temperature 60 celsius, time 8 hour. Yields the product C(C)(C)(C)OC(=O)NC1=C(C(=O)NCC(=O)NCC2CCN(CC2)CC2=CC(=C(C=C2)O)NC)C=C(C(=C1)F)F (4-[{N-(2-(tert-butoxycarbonylamino)-4,5-difluorobenzoyl)glycyl}aminomethyl]-1-(3-methylamino-4-hydroxybenzyl)piperidine). Reaction SMILES: [C:1]([O:5][C:6]([NH:8][C:9]1[CH:37]=[C:36]([F:38])[C:35]([F:39])=[CH:34][C:10]=1[C:11]([NH:13][CH2:14][C:15]([NH:17][CH2:18][CH:19]1[CH2:24][CH2:23][N:22]([CH2:25][C:26]2[CH:31]=[CH:30][C:29]([OH:32])=[C:28]([NH2:33])[CH:27]=2)[CH2:21][CH2:20]1)=[O:16])=[O:12])=[O:7])([CH3:4])([CH3:3])[CH3:2].C=O.[C:42](O)(=O)C.[BH3-]C#N.[Na+]>CO>[C:1]([O:5][C:6]([NH:8][C:9]1[CH:37]=[C:36]([F:38])[C:35]([F:39])=[CH:34][C:10]=1[C:11]([NH:13][CH2:14][C:15]([NH:17][CH2:18][CH:19]1[CH2:24][CH2:23][N:22]([CH2:25][C:26]2[CH:31]=[CH:30][C:29]([OH:32])=[C:28]([NH:33][CH3:42])[CH:27]=2)[CH2:21][CH2:20]1)=[O:16])=[O:12])=[O:7])([CH3:4])([CH3:2])[CH3:3] |f:3.4|. Reported procedure: To a mixture of 4-[{N-(2-(tert-butoxycarbonylamino)-4,5-difluorobenzoyl)glycyl}aminomethyl]-1-(3-amino-4-hydroxybenzyl)piperidine (20.4 mg, 0.037 mmol), 37% HCHO solution (3.0 mg, 0.037 mmol), acetic acid (0.10 mL) and methanol (1.3 mL) was added NaBH3CN (7.0 mg) in methanol (0.2 mL). The reaction mixture was stirred at 60° C. overnight. The mixture was cooled to room temperature, loaded onto Varian™ SCX column, and washed with CH3OH (5 mL×2). Product was eluted off using 2 N NH3 in CH3OH (8 mL)... Starting materials: O=C[C@H](O)[C@@H](O)[C@H](O)[C@H](O)CO (glucose), NaNO3, [O-]S(=O)(=O)[O-].[Mg+2] (MgSO4), O=C1C(CCCC1)C(=O)OCC (ethyl 2-oxocyclohexanecarboxylate), COC=1C=CC(=CC1)C=O (anisaldehyde), [Cl-].[K+] (KCl), OP(=O)(O)[O-].[K+] (KH2PO4), OP(=O)([O-])[O-].[K+].[K+] (K2HPO4), FeSO4. Run in C(C)O (ethanol). Reaction conditions: time 48 hour. The product is O[C@@H]1[C@H](CCCC1)C(=O)OCC ((1S,2S)-ethyl 2-hydroxycyclohexanecarboxylate). Isolated yield 69.2%. As a reaction SMILES: O=C[C@@H]([C@H]([C@@H]([C@@H](CO)O)O)O)O.OP([O-])(O)=O.[K+].OP([O-])([O-])=O.[K+].[K+].[O-]S([O-])(=O)=O.[Mg+2].[Cl-].[K+].[O:34]=[C:35]1[CH2:40][CH2:39][CH2:38][CH2:37][CH:36]1[C:41]([O:43][CH2:44][CH3:45])=[O:42].COC1C=CC(C=O)=CC=1>C(O)C>[OH:34][C@H:35]1[CH2:40][CH2:39][CH2:38][CH2:37][C@@H:36]1[C:41]([O:43][CH2:44][CH3:45])=[O:42] |f:1.2,3.4.5,6.7,8.9|. Procedure details: Geotrichum candidum (ATCC 34614) was cultured according to the method of Buisson and Azerad (Tet. Lett. 27, 2631-2634 (1986), herein incorporated by reference) in one liter of a medium of glucose (30 grams), KH2PO4 (1 gram), K2HPO4 (2 grams), corn steep liquor (10 grams) MgSO4.7H20 (0.5 gram), NaNO3 (2 grams), FeSO4.7H20 (0.02 gram), and KCl (0.5 gram) with rotary shaking at 25° C. Two grams of ethyl 2-oxocyclohexanecarboxylate was dissolved in 2 ml of 95% ethanol, the resulting solution was add... Reactants: ClC1=NC(=CC=C1)C(=C)CCl (2-chloro-6-(1-chloromethylvinyl) pyridine), [I-].[K+] (potassium iodide), CC(=O)C (acetone), CN(C=O)C (N,N-dimethylformamide). Run in O (water). Run at time 5 hour. Yields the product ClC1=NC(=CC=C1)C(=C)CI (2-chloro-6-(l-iodomethylvinyl)pyridine). The yield is 60.6%. As a reaction SMILES: [Cl:1][C:2]1[CH:7]=[CH:6][CH:5]=[C:4]([C:8]([CH2:10]Cl)=[CH2:9])[N:3]=1.[I-:12].[K+].CC(C)=O.CN(C)C=O>O>[Cl:1][C:2]1[CH:7]=[CH:6][CH:5]=[C:4]([C:8]([CH2:10][I:12])=[CH2:9])[N:3]=1 |f:1.2|. Procedure: A mixture of 0.50 g of 2-chloro-6-(1-chloromethylvinyl) pyridine, 0.88 g of potassium iodide, 5 ml of acetone and 0.5 ml of N,N-dimethylformamide was stirred at 50° to 60° C. for 5 hours. After the reaction mixture was cooled to room temperature, water was added thereto to extract the mixture with ethyl acetate. The extract was subsequently washed with an aqueous solution of 10% sodium thiosulfate, water, saturated saline solution in that order, and dried over anhydrous magnesium sulfate. After ...